From a dataset of the Open Reaction Database (ORD), a public repository of structured organic reaction records. describe an organic reaction: reactants, conditions, products, and yield Starting materials: CCC(C)(C)O, CCn1nccc1O, CCSC1CCSc2c(Cl)cc(C(=O)O)c(C)c21, CCCCCC, CCOC(C)=O, C(=NC1CCCCC1)=NC1CCCCC1, O=C(NC1CCCCC1)NC1CCCCC1. The product is CCSC1CCSc2c(Cl)cc(C(=O)Oc3ccnn3CC)c(C)c21. As a reaction SMILES: [C:58]([OH:59])([CH2:60][CH3:61])([CH3:62])[CH3:63].[CH2:19]([CH3:20])[n:21]1[n:22][cH:23][cH:24][c:25]1[OH:26].[CH2:1]([CH3:2])[S:3][CH:4]1[CH2:5][CH2:6][S:7][c:8]2[c:9]([Cl:18])[cH:10][c:11]([C:15](=[O:16])[OH:17])[c:12]([CH3:14])[c:13]21.[CH3:64][CH2:65][CH2:66][CH2:67][CH2:68][CH3:69].[CH3:70][CH2:71][O:72][C:73](=[O:74])[CH3:75].[CH:27]1([N:28]=[C:29]=[N:30][CH:31]2[CH2:32][CH2:33][CH2:34][CH2:35][CH2:36]2)[CH2:37][CH2:38][CH2:39][CH2:40][CH2:41]1.[CH:42]1([NH:43][C:44]([NH:45][CH:46]2[CH2:47][CH2:48][CH2:49][CH2:50][CH2:51]2)=[O:52])[CH2:53][CH2:54][CH2:55][CH2:56][CH2:57]1>>[CH2:1]([CH3:2])[S:3][CH:4]1[CH2:5][CH2:6][S:7][c:8]2[c:9]([Cl:18])[cH:10][c:11]([C:15](=[O:16])[O:17][c:25]3[n:21]([CH2:19][CH3:20])[n:22][cH:23][cH:24]3)[c:12]([CH3:14])[c:13]21. The reactants are N(C1=CC=CC=C1)CCO (2-anilinoethanol), ClCC(=O)Cl (chloroacetyl chloride), [OH-].[Na+] (sodium hydroxide), O (water). Run in C(C)O (ethanol). Reaction conditions: temperature 38 celsius. Yields the product C1(=CC=CC=C1)N1C(COCC1)=O (4-phenyl-3-morpholinone). RXN SMILES: [NH:1]([CH2:8][CH2:9][OH:10])[C:2]1[CH:7]=[CH:6][CH:5]=[CH:4][CH:3]=1.O.Cl[CH2:13][C:14](Cl)=[O:15].[OH-].[Na+]>C(O)C>[C:2]1([N:1]2[CH2:8][CH2:9][O:10][CH2:13][C:14]2=[O:15])[CH:7]=[CH:6][CH:5]=[CH:4][CH:3]=1 |f:3.4|. Procedure: In a 26-liter tank, 1.65 kg (12.0 mol) of 2-anilinoethanol are dissolved at room temperature in 1.53 l of ethanol and subsequently admixed with 4.58 l of water with stirring. The solution is heated to 38° C. 4.07 kg (3.0 equivalents) of chloroacetyl chloride and 6.60 kg of 45% sodium hydroxide solution (6.2 equivalents) are then added simultaneously at an internal temperature of 38 to 43° C. within 60 to 80 minutes, so that the pH is kept between 12 and 12.5. The mixture is stirred at a pH of 12... Reactants: BrC=1SC(=CN1)CNS(=O)(=O)C1=C(C=CC=C1)Cl (N-(2-bromo-thiazol-5-ylmethyl)-2-chloro-benzenesulfonamide), CS(=O)(=O)C=1C=C(C=CC1)B(O)O ((3-methylsulfonylphenyl)-boronic acid), C(=O)([O-])[O-].[Na+].[Na+] (Na2CO3). Reagents/catalysts: C1=CC=C(C=C1)P([C-]2C=CC=C2)C3=CC=CC=C3.C1=CC=C(C=C1)P([C-]2C=CC=C2)C3=CC=CC=C3.Cl[Pd]Cl.[Fe+2].ClCCl (dichloro[1,1′-bis(diphenylphosphino)ferrocene]palladium dichloromethane). Run in O1CCOCC1.O (dioxane water). Product: ClC1=C(C=CC=C1)S(=O)(=O)NCC1=CN=C(S1)C1=CC(=CC=C1)S(=O)(=O)C (2-chloro-N-[2-(3-methanesulfonyl-phenyl)-thiazol-5-ylmethyl]-benzenesulfonamide). As a reaction SMILES: Br[C:2]1[S:3][C:4]([CH2:7][NH:8][S:9]([C:12]2[CH:17]=[CH:16][CH:15]=[CH:14][C:13]=2[Cl:18])(=[O:11])=[O:10])=[CH:5][N:6]=1.[CH3:19][S:20]([C:23]1[CH:24]=[C:25](B(O)O)[CH:26]=[CH:27][CH:28]=1)(=[O:22])=[O:21].C([O-])([O-])=O.[Na+].[Na+]>O1CCOCC1.O.C1C=CC(P(C2C=CC=CC=2)[C-]2C=CC=C2)=CC=1.C1C=CC(P(C2C=CC=CC=2)[C-]2C=CC=C2)=CC=1.Cl[Pd]Cl.[Fe+2].ClCCl>[Cl:18][C:13]1[CH:14]=[CH:15][CH:16]=[CH:17][C:12]=1[S:9]([NH:8][CH2:7][C:4]1[S:3][C:2]([C:27]2[CH:26]=[CH:25][CH:24]=[C:23]([S:20]([CH3:19])(=[O:22])=[O:21])[CH:28]=2)=[N:6][CH:5]=1)(=[O:11])=[O:10] |f:2.3.4,5.6,7.8.9.10.11|. Procedure details: In analogy to example 1, step 3, N-(2-bromo-thiazol-5-ylmethyl)-2-chloro-benzenesulfonamide was reacted with (3-methylsulfonylphenyl)-boronic acid, Na2CO3 and dichloro[1,1′-bis(diphenylphosphino)ferrocene]palladium dichloromethane adduct in dioxane/water to give 2-chloro-N-[2-(3-methanesulfonyl-phenyl)-thiazol-5-ylmethyl]-benzenesulfonamide as a light yellow oil. MS: 443.3 ([M+H]+) The reactants are N1=CC=CC=C1 (pyridine), C(Br)(Br)(Br)Br (carbon tetrabromide), C1(=CC=CC=C1)P(C1=CC=CC=C1)C1=CC=CC=C1 (triphenylphosphine), C(C)(C)(C)OC(=O)N1CCC(CC1)CC(CO)CC1CCN(CC1)C(=O)OC(C)(C)C (2,2-bis[(1-tert-butoxycarbonyl-4-piperidinyl)methyl]ethyl alcohol). Run in C(C)OCC (diethyl ether). Reaction conditions: time 12 hour. The product is C(C)(C)(C)OC(=O)N1CCC(CC1)CC(CC1CCN(CC1)C(=O)OC(C)(C)C)CBr (1,3-bis(1-tert-butoxycarbonyl-4-piperidinyl)-2-(bromomethyl)propane). Yield: 84.0%. Reaction SMILES: N1C=CC=CC=1.[C:7]([Br:11])(Br)(Br)Br.C1(P(C2C=CC=CC=2)C2C=CC=CC=2)C=CC=CC=1.[C:31]([O:35][C:36]([N:38]1[CH2:43][CH2:42][CH:41]([CH2:44][CH:45]([CH2:48][CH:49]2[CH2:54][CH2:53][N:52]([C:55]([O:57][C:58]([CH3:61])([CH3:60])[CH3:59])=[O:56])[CH2:51][CH2:50]2)CO)[CH2:40][CH2:39]1)=[O:37])([CH3:34])([CH3:33])[CH3:32]>C(OCC)C>[C:58]([O:57][C:55]([N:52]1[CH2:51][CH2:50][CH:49]([CH2:48][CH:45]([CH2:7][Br:11])[CH2:44][CH:41]2[CH2:42][CH2:43][N:38]([C:36]([O:35][C:31]([CH3:34])([CH3:33])[CH3:32])=[O:37])[CH2:39][CH2:40]2)[CH2:54][CH2:53]1)=[O:56])([CH3:61])([CH3:60])[CH3:59]. Procedure details: After pyridine (0.090 ml; 1.1 mmol), carbon tetrabromide (716 mg; 2.2 mmol) and triphenylphosphine (567 mg; 2.2 mmol) were added to a solution in diethyl ether (5 ml) of 2,2-bis[(1-tert-butoxycarbonyl-4-piperidinyl)methyl]ethyl alcohol (476 mg; 1.1 mmol) synthesized by the above process under ice cooling, the ice bath was removed, and the mixture was stirred at room temperature for 12 hours. The reaction mixture was filtered, and the filtrate was concentrated under reduced pressure. The resultan... The reactants are [Cl-], O=S(=O)(O)c1ccc(Cl)cc1, NCCc1cccs1. The product is O=S(=O)(NCCc1cccs1)c1ccc(Cl)cc1. As a reaction SMILES: [Cl-:9].[Cl:10][c:11]1[cH:12][cH:13][c:14]([S:17](=[O:18])(=[O:19])[OH:20])[cH:15][cH:16]1.[NH2:1][CH2:2][CH2:3][c:4]1[s:5][cH:6][cH:7][cH:8]1>>[NH:1]([CH2:2][CH2:3][c:4]1[s:5][cH:6][cH:7][cH:8]1)[S:17]([c:14]1[cH:13][cH:12][c:11]([Cl:10])[cH:16][cH:15]1)(=[O:18])=[O:19]. Reactants: O=S(=O)(Cl)c1ccc(Br)cc1F, ClCCl, [NH4+], [OH-]. Yields the product NS(=O)(=O)c1ccc(Br)cc1F. Reaction SMILES: [Br:3][c:4]1[cH:5][c:6]([F:14])[c:7]([S:10](=[O:11])(=[O:12])[Cl:13])[cH:8][cH:9]1.[Cl:15][CH2:16][Cl:17].[NH4+:1].[OH-:2]>>[NH2:1][S:10]([c:7]1[c:6]([F:14])[cH:5][c:4]([Br:3])[cH:9][cH:8]1)(=[O:11])=[O:12]. The reactants are N#CC(c1ccccc1)c1nc(Cl)ccc1[N+](=O)[O-], CC(C)=O, N#CO[K], N, O=[Mn](=O)(=O)[O-], O, OO. Product: O=C(c1ccccc1)c1nc(Cl)ccc1[N+](=O)[O-]. Reaction SMILES: [C:1](#[N:2])[CH:3]([c:4]1[n:5][c:6]([Cl:13])[cH:7][cH:8][c:9]1[N+:10](=[O:11])[O-:12])[c:14]1[cH:15][cH:16][cH:17][cH:18][cH:19]1.[CH3:32][C:33](=[O:34])[CH3:35].[K:20][O:21][C:22]#[N:23].[NH3:31].[O-:26][Mn:27](=[O:28])(=[O:29])=[O:30].[OH2:36].[OH:24][OH:25]>>[C:3]([c:4]1[n:5][c:6]([Cl:13])[cH:7][cH:8][c:9]1[N+:10](=[O:11])[O-:12])([c:14]1[cH:15][cH:16][cH:17][cH:18][cH:19]1)=[O:21].